From a dataset of the Open Reaction Database (ORD), a public repository of structured organic reaction records. describe an organic reaction: reactants, conditions, products, and yield Reactants: C(#N)C(CCCI)(C(C)C)C=1SC(=CC1)C#N (4-cyano-4-(5-cyano-2-thienyl)-5-methylhexyl iodide), ClC=1C=C(C=NC1)OCCN1CCNCC1 (1-[2-(5-chloro-3-pyridyloxy)ethyl]piperazine). Procedure details: The title compound was synthesized in accordance with Example 77 from 4-cyano-4-(5-cyano-2-thienyl)-5-methylhexyl iodide and 1-[2-(5-chloro-3-pyridyloxy)ethyl]piperazine. The physico-chemical data of the compound was as below. As a reaction SMILES: [C:1]([C:3]([C:11]1[S:12][C:13]([C:16]#[N:17])=[CH:14][CH:15]=1)([CH:8]([CH3:10])[CH3:9])[CH2:4][CH2:5][CH2:6]I)#[N:2].[Cl:18][C:19]1[CH:20]=[C:21]([O:25][CH2:26][CH2:27][N:28]2[CH2:33][CH2:32][NH:31][CH2:30][CH2:29]2)[CH:22]=[N:23][CH:24]=1>>[C:1]([C:3]([C:11]1[S:12][C:13]([C:16]#[N:17])=[CH:14][CH:15]=1)([CH:8]([CH3:10])[CH3:9])[CH2:4][CH2:5][CH2:6][N:31]1[CH2:32][CH2:33][N:28]([CH2:27][CH2:26][O:25][C:21]2[CH:22]=[N:23][CH:24]=[C:19]([Cl:18])[CH:20]=2)[CH2:29][CH2:30]1)#[N:2]. The product is C(#N)C(CCCN1CCN(CC1)CCOC=1C=NC=C(C1)Cl)(C(C)C)C=1SC(=CC1)C#N (1-[4-Cyano-4-(5-cyano-2-thienyl)-5-methylhexyl]-4-[2-(5-chloro-3-pyridyloxy)ethyl]piperazine).